Dataset: the Open Reaction Database (ORD), a public repository of structured organic reaction records. Task: describe an organic reaction: reactants, conditions, products, and yield Starting materials: FC1=C(C=C2C(=CNC(C2=C1)=O)N1CCOCC1)OC (7-fluoro-6-methoxy-4-morpholinoisoquinolin-1(2H)-one), O=P(Cl)(Cl)Cl (POCl3). Product: ClC1=NC=C(C2=CC(=C(C=C12)F)OC)N1CCOCC1 (4-(1-chloro-7-fluoro-6-methoxyisoquinolin-4-yl)morpholine). Isolated yield 46.8%. RXN SMILES: [F:1][C:2]1[CH:11]=[C:10]2[C:5]([C:6]([N:13]3[CH2:18][CH2:17][O:16][CH2:15][CH2:14]3)=[CH:7][NH:8][C:9]2=O)=[CH:4][C:3]=1[O:19][CH3:20].O=P(Cl)(Cl)[Cl:23]>>[Cl:23][C:9]1[C:10]2[C:5](=[CH:4][C:3]([O:19][CH3:20])=[C:2]([F:1])[CH:11]=2)[C:6]([N:13]2[CH2:18][CH2:17][O:16][CH2:15][CH2:14]2)=[CH:7][N:8]=1. Procedure details: A solution of 7-fluoro-6-methoxy-4-morpholinoisoquinolin-1(2H)-one (0.25 g, 0.898 mmol) in POCl3 (5 ml) was refluxed for overnight. The solvent was evaporated under reduced pressure and the residue was diluted with cold water. The aqueous solution was basified by solid sodium carbonate and extracted with ethyl acetate. The organic layer was dried over anhydrous sodium sulfate, filtered and evaporated under reduced pressure to get crude compound. The crude compound was purified by silica gel chro... Starting materials: [H-].[Li+].[Al+3].[H-].[H-].[H-] (Aluminum lithium hydride), COC=1C=CC2=C(C(NCCS2)=O)C1 (7-methoxy-5-oxo-2,3,4,5-tetrahydro-1,4-benzothiazepine), S(=O)(=O)([O-])[O-].[Na+].[Na+] (sodium sulfate). Solvent: C1CCOC1 (THF). Product: COC=1C=CC2=C(CNCCS2)C1 (7-methoxy-2,3,4,5-tetrahydro-1,4-benzothiazepine). Yield: 94.3%. RXN SMILES: [H-].[Li+].[Al+3].[H-].[H-].[H-].[CH3:7][O:8][C:9]1[CH:10]=[CH:11][C:12]2[S:18][CH2:17][CH2:16][NH:15][C:14](=O)[C:13]=2[CH:20]=1.S([O-])([O-])(=O)=O.[Na+].[Na+]>C1COCC1>[CH3:7][O:8][C:9]1[CH:10]=[CH:11][C:12]2[S:18][CH2:17][CH2:16][NH:15][CH2:14][C:13]=2[CH:20]=1 |f:0.1.2.3.4.5,7.8.9|. Reported procedure: Aluminum lithium hydride (2.739) and the abovementioned 7-methoxy-5-oxo-2,3,4,5-tetrahydro-1,4-benzothiazepine (5.0 g) were added to THF (150 ml) under ice cooling and heated at reflux for 3 hours. After adding an excess amount of sodium sulfate.10 hydrates, a celite filtration was made. The resulting filtrate was concentrated to give 7-methoxy-2,3,4,5-tetrahydro-1,4-benzothiazepine (4.4 g). Reactants: halide, BrC=1C=C(C=CC1)OC (3-Bromoanisole), C(CC)(=O)C1=CC=CC=C1 (propiophenone), CC(C)([O-])C.[Na+] (sodium t-butoxide). The reagents and catalysts are C=1C=CC(=CC1)/C=C/C(=O)/C=C/C2=CC=CC=C2.C=1C=CC(=CC1)/C=C/C(=O)/C=C/C2=CC=CC=C2.C=1C=CC(=CC1)/C=C/C(=O)/C=C/C2=CC=CC=C2.[Pd].[Pd] (tris(dibenzylideneacetone)dipalladium). Conditions: time 1 minute. Product: COC=1C=C(C=CC1)C(C(=O)C1=CC=CC=C1)C (α-(3-methoxyphenyl)propiophenone). The yield is 54.1%. RXN SMILES: CC(C)([O-])C.[Na+].Br[C:8]1[CH:9]=[C:10]([O:14][CH3:15])[CH:11]=[CH:12][CH:13]=1.[C:16]([C:20]1[CH:25]=[CH:24][CH:23]=[CH:22][CH:21]=1)(=[O:19])[CH2:17][CH3:18]>C1C=CC(/C=C/C(/C=C/C2C=CC=CC=2)=O)=CC=1.C1C=CC(/C=C/C(/C=C/C2C=CC=CC=2)=O)=CC=1.C1C=CC(/C=C/C(/C=C/C2C=CC=CC=2)=O)=CC=1.[Pd].[Pd]>[CH3:15][O:14][C:10]1[CH:9]=[C:8]([CH:17]([CH3:18])[C:16]([C:20]2[CH:25]=[CH:24][CH:23]=[CH:22][CH:21]=2)=[O:19])[CH:13]=[CH:12][CH:11]=1 |f:0.1,4.5.6.7.8|. Procedure details: An oven dried Schlenk tube equipped with a rubber septum was cooled under an argon purge. The septum was removed and the tube was charged with tris(dibenzylideneacetone)dipalladium (0) (13.8 mg, 0.015 mmol) and sodium t-butoxide (125 mg, 1.3 mmol). The tube was capped with the septum, and purged with argon. Toluene (2 mL) was added and the mixture stirred for 1 min at room temperature. 3-Bromoanisole (0.125 mL, 1.0 mmol) and propiophenone (0.16 mL, 1.2 mmol) were added to the tube. The mixture w... Reactants: S(=O)(Cl)Cl (thionyl chloride), CO (methanol), Cl.S1C(=CC=C1)CC(N)C(=O)O (3-(2-thienyl)-DL-alanine hydrochloride). Run at time 5 minute. The product is Cl.COC(C(N)CC=1SC=CC1)=O (3-(2-thienyl)-DL-alanine methyl ester hydrochloride). Isolated yield 100.1%. As a reaction SMILES: S(Cl)([Cl:3])=O.[CH3:5]O.Cl.[S:8]1[CH:12]=[CH:11][CH:10]=[C:9]1[CH2:13][CH:14]([C:16]([OH:18])=[O:17])[NH2:15]>>[ClH:3].[CH3:5][O:17][C:16](=[O:18])[CH:14]([CH2:13][C:9]1[S:8][CH:12]=[CH:11][CH:10]=1)[NH2:15] |f:2.3,4.5|. Reported procedure: 3.78 g (0.0318 mole) of thionyl chloride were added dropwise at -5° C. to 10.2 g (0.318 mole) of methanol. After 5 minutes, 3.3 g (0.0159 mole) of 3-(2-thienyl)-DL-alanine hydrochloride were added gradually to this solution, whilst keeping the temperature at -5° C. The mixture was then stirred for 3 hours at this temperature, and then left standing for 24 hours at room temperature. The reaction product was then condensed by evaporation under reduced pressure, and ethanol was added to the residue... The reactants are BrC1=CC=C(C=C1)C1=CC=C(C=C1)C=1N=C(NC1)[C@H]1N(CCC1)C(=O)OC(C)(C)C ((S)-tert-butyl 2-(4-(4′-bromo-[1,1′-biphenyl]-4-yl)-1H-imidazol-2-yl)pyrrolidine-1-carboxylate), Cl (HCl). Solvent: C(C)OCC (diethyl ether). Reaction conditions: time 2 hour. The product is Cl.BrC1=CC=C(C=C1)C1=CC=C(C=C1)C=1N=C(NC1)[C@H]1NCCC1 ((S)-4-(4′-bromo-[1,1′-biphenyl]-4-yl)-2-(pyrrolidin-2-yl)-1H-imidazole hydrochloride). Yield: 99.9%. Reaction SMILES: [Br:1][C:2]1[CH:7]=[CH:6][C:5]([C:8]2[CH:13]=[CH:12][C:11]([C:14]3[N:15]=[C:16]([C@@H:19]4[CH2:23][CH2:22][CH2:21][N:20]4C(OC(C)(C)C)=O)[NH:17][CH:18]=3)=[CH:10][CH:9]=2)=[CH:4][CH:3]=1.[ClH:31]>C(OCC)C>[ClH:31].[Br:1][C:2]1[CH:3]=[CH:4][C:5]([C:8]2[CH:9]=[CH:10][C:11]([C:14]3[N:15]=[C:16]([C@@H:19]4[CH2:23][CH2:22][CH2:21][NH:20]4)[NH:17][CH:18]=3)=[CH:12][CH:13]=2)=[CH:6][CH:7]=1 |f:3.4|. Procedure details: A suspension of (S)-tert-butyl 2-(4-(4′-bromo-[1,1′-biphenyl]-4-yl)-1H-imidazol-2-yl)pyrrolidine-1-carboxylate (505 mg, 1.078 mmol) in HCl (4M in dioxane 5.4 mL, 21.6 mmol) is stirred at room temperature for 2 hours and diluted with diethyl ether (2 mL). The suspension is cooled in an ice bath and the product is collected by filtration to give (S)-4-(4′-bromo-[1,1′-biphenyl]-4-yl)-2-(pyrrolidin-2-yl)-1H-imidazole hydrochloride (436 mg, 99%). The reactants are CC1(CCNCC1)O (4-methylpiperidin-4-ol), BrCCCCl (1-bromo-3-chloropropane). The product is ClCCCN1CCC(CC1)(O)C (1-(3-chloropropyl)-4-methylpiperidin-4-ol). RXN SMILES: [CH3:1][C:2]1([OH:8])[CH2:7][CH2:6][NH:5][CH2:4][CH2:3]1.Br[CH2:10][CH2:11][CH2:12][Cl:13]>>[Cl:13][CH2:12][CH2:11][CH2:10][N:5]1[CH2:6][CH2:7][C:2]([CH3:1])([OH:8])[CH2:3][CH2:4]1. Procedure details: 4-methylpiperidin-4-ol (made via literature methods) and 1-bromo-3-chloropropane are reacted using the procedure for Example OO to afford 1-(3-chloropropyl)-4-methylpiperidin-4-ol.